From a dataset of the Open Reaction Database (ORD), a public repository of structured organic reaction records. describe an organic reaction: reactants, conditions, products, and yield The reactants are C(C)OC(=O)C=1C(=NC(=NC1)SC)NCCC (2-methylthio-4-propylamino-5-pyrimidine carboxylic acid ethyl ester), C(C)C(C(=O)Cl)C(=O)Cl (ethyl malonyl chloride), C(C)OCC (diethyl ether). Conditions: time 4 hour. Product: C(C)OC(=O)C1=C(C2=C(N=C(N=C2)SC)N(C1=O)CCC)O (7,8-dihydro-5-hydroxy-2-(methylthio)-7-oxo-8-propylpyrido[2,3-d]-pyrimidine-6-carboxylic acid ethyl ester). As a reaction SMILES: C(O[C:4]([C:6]1[C:7]([NH:14][CH2:15][CH2:16][CH3:17])=[N:8][C:9]([S:12][CH3:13])=[N:10][CH:11]=1)=[O:5])C.C([CH:20]([C:24](Cl)=[O:25])[C:21](Cl)=[O:22])C.[CH2:27]([O:29]CC)[CH3:28]>>[CH2:27]([O:29][C:24]([C:20]1[C:21](=[O:22])[N:14]([CH2:15][CH2:16][CH3:17])[C:7]2[N:8]=[C:9]([S:12][CH3:13])[N:10]=[CH:11][C:6]=2[C:4]=1[OH:5])=[O:25])[CH3:28]. Reported procedure: To a solution of 12.8 g. (0.05 mole) of 2-methylthio-4-propylamino-5-pyrimidine carboxylic acid ethyl ester in 100 ml. of anhydrous diethyl ether was added 0.75 g. (0.025 mole) of ethyl malonyl chloride. The mixture was stirred at room temperature for 4 hours and was filtered. The filtrate was evaporated in a rotary evaporator and the residue was dissolved in 15 ml. of ethanol and this solution was added to a solution of 1.15 g. (0.05 g atom) of sodium in 100 ml. of ethanol. After stirring at ro... The reactants are C(C)(C)(C)OC(=O)N1CCN(CC1)C1=C2N(C(N(C2=NC=N1)CCC#N)=O)CC#CC (4-[7-(2-Butynyl)-9-(2-cyano-ethyl)-8-oxo-8,9-dihydro-7H-purin-6-yl]piperazine-1-carboxylic acid t-butyl ester), O (water), Cl (hydrochloric acid), [H-].[Na+] (Sodium hydride). The solvent is C(C)O (ethanol). Run at time 72 hour. The product is C(C)(C)(C)OC(=O)N1CCN(CC1)C1=C2N(C(NC2=NC=N1)=O)CC#CC (4-[7-(2-Butynyl)-8-oxo-8,9-dihydro-7H-purin-6-yl]piperazine-1-carboxylic acid t-butyl ester). Yield: 117.1%. RXN SMILES: [C:1]([O:5][C:6]([N:8]1[CH2:13][CH2:12][N:11]([C:14]2[N:22]=[CH:21][N:20]=[C:19]3[C:15]=2[N:16]([CH2:28][C:29]#[C:30][CH3:31])[C:17](=[O:27])[N:18]3CCC#N)[CH2:10][CH2:9]1)=[O:7])([CH3:4])([CH3:3])[CH3:2].[H-].[Na+].O.Cl>C(O)C>[C:1]([O:5][C:6]([N:8]1[CH2:9][CH2:10][N:11]([C:14]2[N:22]=[CH:21][N:20]=[C:19]3[C:15]=2[N:16]([CH2:28][C:29]#[C:30][CH3:31])[C:17](=[O:27])[NH:18]3)[CH2:12][CH2:13]1)=[O:7])([CH3:4])([CH3:3])[CH3:2] |f:1.2|. Reported procedure: 4-[7-(2-Butynyl)-9-(2-cyano-ethyl)-8-oxo-8,9-dihydro-7H-purin-6-yl]piperazine-1-carboxylic acid t-butyl ester (1.22 g) was dissolved in ethanol (20 mL). Sodium hydride (60%, in oil) (344 mg) was then added slowly to this solution. After stirring the reaction solution at room temperature for 72 hours, water (50 mL) and 1 N hydrochloric acid (10 mL) were added to the reaction solution, and this was extracted using ethyl acetate. The obtained organic layer was washed with water and saturated brine....